This data is from the Open Reaction Database (ORD), a public repository of structured organic reaction records. The task is: describe an organic reaction: reactants, conditions, products, and yield The reactants are cuprous chloride, aqueous solution, N(=O)[O-].[Na+] (sodium nitrite), P(O)(O)(O)=O (phosphoric acid), Cl (hydrochloric acid), NC=1C(=NSC1OCC(F)(F)F)C (4-amino-3-methyl-5-(2,2,2-trifluoroethoxy)isothiazole), S(=O)=O (sulfur dioxide). Run in C(C)(=O)O (acetic acid), C(C)(=O)O (acetic acid). Reaction conditions: temperature -5 celsius, time 30 minute. Yields the product CC1=NSC(=C1S(=O)(=O)Cl)OCC(F)(F)F (3-methyl-5-(2,2,2-trifluoroethoxy)-4-isothiazolesulfonyl chloride). As a reaction SMILES: P(=O)(O)(O)O.[ClH:6].N[C:8]1[C:9]([CH3:19])=[N:10][S:11][C:12]=1[O:13][CH2:14][C:15]([F:18])([F:17])[F:16].N([O-])=O.[Na+].[S:24](=[O:26])=[O:25]>C(O)(=O)C>[CH3:19][C:9]1[C:8]([S:24]([Cl:6])(=[O:26])=[O:25])=[C:12]([O:13][CH2:14][C:15]([F:18])([F:17])[F:16])[S:11][N:10]=1 |f:3.4|. Procedure details: 5 ml of acetic acid, 6 ml of 85% phosphoric acid, and 3 ml of concentrated hydrochloric acid was added to 2.1 g of 4-amino-3-methyl-5-(2,2,2-trifluoroethoxy)isothiazole prepared in the above step (2). 2 ml of aqueous solution containing 0.77 g of sodium nitrite was added dropwise to the above mixture at -20° to -10° C. The resulted solution was stirred at -5° C. for 30 minutes and was gradually added dropwise at -10° to -5° C. into 30 ml of an acetic acid solution, which had been saturated with ... Starting materials: C(CCC)[C@H]1CC[C@H](CC1)OC=1C=C2C=CC(=CC2=CC1)[C@]1(NC(OC1)=O)C ((R)-4-(6-(cis-4-butylcyclohexyloxy)naphthalen-2-yl)-4-methyloxazolidin-2-one), [OH-].[Li+] (lithium hydroxide), C(C)O (Ethanol), O (water). The product is N[C@](CO)(C)C1=CC2=CC=C(C=C2C=C1)O[C@@H]1CC[C@@H](CC1)CCCC ((R)-2-amino-2-(6-(cis-4-butylcyclohexyloxy)naphthalen-2-yl)propan-1-ol). Reaction SMILES: [CH2:1]([C@@H:5]1[CH2:10][CH2:9][C@H:8]([O:11][C:12]2[CH:13]=[C:14]3[C:19](=[CH:20][CH:21]=2)[CH:18]=[C:17]([C@:22]2([CH3:28])[CH2:26][O:25]C(=O)[NH:23]2)[CH:16]=[CH:15]3)[CH2:7][CH2:6]1)[CH2:2][CH2:3][CH3:4].[OH-].[Li+].C(O)C.O>>[NH2:23][C@@:22]([C:17]1[CH:16]=[CH:15][C:14]2[C:19](=[CH:20][CH:21]=[C:12]([O:11][C@H:8]3[CH2:7][CH2:6][C@@H:5]([CH2:1][CH2:2][CH2:3][CH3:4])[CH2:10][CH2:9]3)[CH:13]=2)[CH:18]=1)([CH3:28])[CH2:26][OH:25] |f:1.2|. Reported procedure: The mixture of (R)-4-(6-(cis-4-butylcyclohexyloxy)naphthalen-2-yl)-4-methyloxazolidin-2-one (294.3 mg, 0.7714 mmol) and lithium hydroxide (203 mg, 8.48 mmol) in Ethanol (4.9 mL, 0.084 mol) and water (1.6 mL, 9.1 mmol) was heated to reflux for overnight. LCMS showed reaction completed. The solvent was removed under vacuum and the residue was partitioned between water and CH2Cl2. The aqueous was extensively extracted with CH2Cl2. And the combined organic phase was dried over Na2SO4. The concentrat... The reactants are CNC, O=C(NC1CCN(C(c2ccccc2)c2ccccc2)CC1)c1cccc(Cl)c1[N+](=O)[O-], CN(C)C=O, O. Product: CN(C)c1cccc(C(=O)NC2CCN(C(c3ccccc3)c3ccccc3)CC2)c1[N+](=O)[O-]. As a reaction SMILES: [CH3:33][NH:34][CH3:35].[Cl:1][c:2]1[c:3]([N+:30](=[O:31])[O-:32])[c:4]([C:5](=[O:6])[NH:7][CH:8]2[CH2:9][CH2:10][N:11]([CH:14]([c:15]3[cH:16][cH:17][cH:18][cH:19][cH:20]3)[c:21]3[cH:22][cH:23][cH:24][cH:25][cH:26]3)[CH2:12][CH2:13]2)[cH:27][cH:28][cH:29]1.[O:37]=[CH:38][N:39]([CH3:40])[CH3:41].[OH2:36]>>[c:2]1([N:34]([CH3:33])[CH3:35])[c:3]([N+:30](=[O:31])[O-:32])[c:4]([C:5](=[O:6])[NH:7][CH:8]2[CH2:9][CH2:10][N:11]([CH:14]([c:15]3[cH:16][cH:17][cH:18][cH:19][cH:20]3)[c:21]3[cH:22][cH:23][cH:24][cH:25][cH:26]3)[CH2:12][CH2:13]2)[cH:27][cH:28][cH:29]1. The reagents and catalysts are C=1C=CC(=CC1)[P](C=2C=CC=CC2)(C=3C=CC=CC3)[Pd]([P](C=4C=CC=CC4)(C=5C=CC=CC5)C=6C=CC=CC6)([P](C=7C=CC=CC7)(C=8C=CC=CC8)C=9C=CC=CC9)[P](C=1C=CC=CC1)(C=1C=CC=CC1)C=1C=CC=CC1 ((Ph3P)4 Pd). As a reaction SMILES: [CH3:1][C:2]1[CH:7]=[CH:6][C:5](B(O)O)=[CH:4][CH:3]=1.[C:11]([O:15][C:16](=[O:24])[C:17]1[CH:22]=[CH:21][CH:20]=[C:19](I)[CH:18]=1)([CH3:14])([CH3:13])[CH3:12].C([O-])([O-])=O.[K+].[K+]>COCCOC.C1C=CC([P]([Pd]([P](C2C=CC=CC=2)(C2C=CC=CC=2)C2C=CC=CC=2)([P](C2C=CC=CC=2)(C2C=CC=CC=2)C2C=CC=CC=2)[P](C2C=CC=CC=2)(C2C=CC=CC=2)C2C=CC=CC=2)(C2C=CC=CC=2)C2C=CC=CC=2)=CC=1>[CH3:1][C:2]1[CH:7]=[CH:6][C:5]([C:21]2[CH:20]=[CH:19][CH:18]=[C:17]([C:16]([O:15][C:11]([CH3:14])([CH3:13])[CH3:12])=[O:24])[CH:22]=2)=[CH:4][CH:3]=1 |f:2.3.4,^1:40,42,61,80|. Procedure: A mixture of 4-methylphenylboronic acid (0.65 g, 4.3 mmol), t-butyl-3-iodobenzoate (0.87 g, 2.86 mmol), K2CO3 (0.59 g, 4.3 mmol), and (Ph3P)4 Pd (0.17 g, 0.14 mmol) in DME (15 mL) was degassed and flushed with N2 before being brought to reflux for 2 h. Following a standard aqueous/EtOAc work-up, the residue was triturated with 1:10 EtOAc/hexane. The excess boronic acid was removed by filtration, and the filtrate was concentrated to give an oil which was purified by flash chromatography (hexane) ... Isolated yield 78.2%. Reactants: CC1=CC=C(C=C1)B(O)O (4-methylphenylboronic acid), C(C)(C)(C)OC(C1=CC(=CC=C1)I)=O (t-butyl-3-iodobenzoate), C(=O)([O-])[O-].[K+].[K+] (K2CO3). Solvent: COCCOC (DME). The product is CC1=CC=C(C=C1)C1=CC(=CC=C1)C(=O)OC(C)(C)C (tert-butyl 4′-methyl[1,1 biphenyl]-3-carboxylate). Starting materials: CS(=O)(=O)Cl (methanesulphonyl chloride), CC=1C=C(N)C=C(C1S(=O)(=O)C[N+](=O)[O-])C (3,5-dimethyl-4-[(nitromethyl)sulphonyl]aniline), N1=CC=CC=C1 (pyridine), CS(=O)(=O)Cl (methanesulphonyl chloride), CS(=O)(=O)Cl (methanesulphonyl chloride), C(C)(=O)OCC (ethyl acetate). Solvent: O1CCCC1 (tetrahydrofuran). Reaction conditions: time 30 minute. Product: CC=1C=C(C=C(C1S(=O)(=O)C[N+](=O)[O-])C)NS(=O)(=O)C (N-[3,5-dimethyl-4-[(nitromethyl)sulphonyl]phenyl]methanesulphonamide). Yield: 31.0%. RXN SMILES: [CH3:1][S:2](Cl)(=[O:4])=[O:3].[CH3:6][C:7]1[CH:8]=[C:9]([CH:11]=[C:12]([CH3:21])[C:13]=1[S:14]([CH2:17][N+:18]([O-:20])=[O:19])(=[O:16])=[O:15])[NH2:10].N1C=CC=CC=1.C(OCC)(=O)C>O1CCCC1>[CH3:21][C:12]1[CH:11]=[C:9]([NH:10][S:2]([CH3:1])(=[O:4])=[O:3])[CH:8]=[C:7]([CH3:6])[C:13]=1[S:14]([CH2:17][N+:18]([O-:20])=[O:19])(=[O:15])=[O:16]. Procedure details: A solution of 1.7 g (14.8 mmol) of methanesulphonyl chloride in 5 ml of anhydrous tetrahydrofuran is added dropwise to a solution, maintained under a nitrogen atmosphere, of 2.7 g (11.0 mmol) of 3,5-dimethyl-4-[(nitromethyl)sulphonyl]aniline and 1.6 g (20.2 mmol) of pyridine, dried over potassium hydroxide, in 50 ml of anhydrous tetrahydrofuran. The mixture is stirred for 6 h 30 min at room temperature and is then refluxed for 4 h. 1.1 g (9.60 mmol) of methanesulphonyl chloride are then added an... Starting materials: BrCc1ccccc1, [H-], [Na+], CN(C)C=O, COC(=O)c1cc(O)cc(C(=O)OC)c1. Product: COC(=O)c1cc(OCc2ccccc2)cc(C(=O)OC)c1. Reaction SMILES: [Br:18][CH2:19][c:20]1[cH:21][cH:22][cH:23][cH:24][cH:25]1.[H-:17].[Na+:16].[O:26]=[CH:27][N:28]([CH3:29])[CH3:30].[OH:1][c:2]1[cH:3][c:4]([C:12](=[O:13])[O:14][CH3:15])[cH:5][c:6]([C:7](=[O:8])[O:9][CH3:10])[cH:11]1>>[O:1]([c:2]1[cH:3][c:4]([C:12](=[O:13])[O:14][CH3:15])[cH:5][c:6]([C:7](=[O:8])[O:9][CH3:10])[cH:11]1)[CH2:19][c:20]1[cH:21][cH:22][cH:23][cH:24][cH:25]1. Starting materials: Cc1ccccc1, O=C(O)c1ccc(Cl)s1, O=S(Cl)Cl. Product: O=C(Cl)c1ccc(Cl)s1. Reaction SMILES: [CH3:14][c:15]1[cH:16][cH:17][cH:18][cH:19][cH:20]1.[Cl:1][c:2]1[cH:3][cH:4][c:5]([C:7](=[O:8])[OH:9])[s:6]1.[S:10]([Cl:11])([Cl:12])=[O:13]>>[Cl:1][c:2]1[cH:3][cH:4][c:5]([C:7](=[O:9])[Cl:12])[s:6]1.